Dataset: the Open Reaction Database (ORD), a public repository of structured organic reaction records. Task: describe an organic reaction: reactants, conditions, products, and yield Starting materials: O=c1[nH]cnc2c1CN(Cc1ccccc1)CC2, CC#N, CN(C)C=O, O=P(Cl)(Cl)Cl. The product is Clc1ncnc2c1CN(Cc1ccccc1)CC2. Reaction SMILES: [CH2:1]([c:2]1[cH:3][cH:4][cH:5][cH:6][cH:7]1)[N:8]1[CH2:9][c:10]2[c:11]([n:12][cH:13][nH:14][c:15]2=[O:16])[CH2:17][CH2:18]1.[CH3:24][C:25]#[N:26].[O:27]=[CH:28][N:29]([CH3:30])[CH3:31].[P:19]([Cl:20])([Cl:21])([Cl:22])=[O:23]>>[CH2:1]([c:2]1[cH:3][cH:4][cH:5][cH:6][cH:7]1)[N:8]1[CH2:9][c:10]2[c:11]([n:12][cH:13][n:14][c:15]2[Cl:21])[CH2:17][CH2:18]1. The reactants are N[C@@H]1CN(CC1)C(=O)OCC1=CC=CC=C1 ((S)-3-amino-1-(benzyloxycarbonyl)pyrrolidine), C([O-])([O-])=O.[K+].[K+] (potassium carbonate), C(C)I (ethyl iodide), O1CCCC1 (tetrahydrofuran). Yields the product C(C1=CC=CC=C1)OC(=O)N1C[C@H](CC1)N(CC)CC ((S)-1-(benzyloxycarbonyl)-3-(N,N-diethylamino)pyrrolidine). Reaction SMILES: [NH2:1][C@H:2]1[CH2:6][CH2:5][N:4]([C:7]([O:9][CH2:10][C:11]2[CH:16]=[CH:15][CH:14]=[CH:13][CH:12]=2)=[O:8])[CH2:3]1.C(=O)([O-])[O-].[K+].[K+].[CH2:23](I)[CH3:24].O1CC[CH2:28][CH2:27]1>>[CH2:10]([O:9][C:7]([N:4]1[CH2:5][CH2:6][C@H:2]([N:1]([CH2:23][CH3:24])[CH2:27][CH3:28])[CH2:3]1)=[O:8])[C:11]1[CH:16]=[CH:15][CH:14]=[CH:13][CH:12]=1 |f:1.2.3|. Reported procedure: To a solution of 1.40 g of (S)-3-amino-1-(benzyloxycarbonyl)pyrrolidine (J. Med. Chem., 1992, 35, 1764-1773) in 28 ml of tetrahydrofuran, 2.6 g of potassium carbonate and 1.0 ml of ethyl iodide were added under ice-cool stirring, followed by stirring for 24 hours. The reaction solution was concentrated under reduced pressure, mixed with water, followed by extraction with ethyl acetate, and dried over anhydrous magnesium sulfate, and then the solvent was distilled off under reduced pressure. The ... Reactants: CB1OB(OB(O1)C)C (2,4,6-Trimethyl-cyclotriboroxane), NC1=C(C(=O)OC)C=C(C=C1I)Br (methyl 2-amino-5-bromo-3-iodo-benzoate), C([O-])([O-])=O.[Cs+].[Cs+] (cesium carbonate), CB1OB(OB(O1)C)C (2,4,6-trimethyl-cyclotriboroxane), ClCCl (dichloromethane). Reagents/catalysts: C1=CC=C(C=C1)P([C-]2C=CC=C2)C3=CC=CC=C3.C1=CC=C(C=C1)P([C-]2C=CC=C2)C3=CC=CC=C3.Cl[Pd]Cl.[Fe+2] ([1,1′-bis(diphenylphosphino)-ferrocene)dichloropalladium(II)). Run in O1CCOCC1 (1,4-dioxane). Product: NC1=C(C(=O)OC)C=C(C=C1C)Br (methyl 2-amino-5-bromo-3-methyl-benzoate). The yield is 1179.1%. Reaction SMILES: CB1OB(C)OB(C)O1.[NH2:10][C:11]1[C:20](I)=[CH:19][C:18]([Br:22])=[CH:17][C:12]=1[C:13]([O:15][CH3:16])=[O:14].Cl[CH2:24]Cl.C(=O)([O-])[O-].[Cs+].[Cs+]>O1CCOCC1.C1C=CC(P(C2C=CC=CC=2)[C-]2C=CC=C2)=CC=1.C1C=CC(P(C2C=CC=CC=2)[C-]2C=CC=C2)=CC=1.Cl[Pd]Cl.[Fe+2]>[NH2:10][C:11]1[C:20]([CH3:24])=[CH:19][C:18]([Br:22])=[CH:17][C:12]=1[C:13]([O:15][CH3:16])=[O:14] |f:3.4.5,7.8.9.10|. Procedure: 2,4,6-Trimethyl-cyclotriboroxane (6.99 ml, 50.0 mmol) was added to a stirred suspension of methyl 2-amino-5-bromo-3-iodo-benzoate (Preparation #11a, 15.5 g, 43.6 mmol), [1,1′-bis(diphenylphosphino)-ferrocene)dichloropalladium(II) 1:1 complexed with dichloromethane (1.67 g, 2.05 mmol) and cesium carbonate (42.9 g, 132 mmol) in 1,4-dioxane (200 mL) under N2. After about 4 hours at about 90° C. additional 2,4,6-trimethyl-cyclotriboroxane (1.00 ml, 7.15 mmol) was added and the reaction was continued...